This data is from the Open Reaction Database (ORD), a public repository of structured organic reaction records. The task is: describe an organic reaction: reactants, conditions, products, and yield The reactants are FC1=CC=C(CCl)C=C1 (4-fluorobenzyl chloride), C(C)(=O)N1CCC(CC1)O (1-Acetylpiperidin-4-ol), [H-].[Na+] (sodium hydride), O (Water). Run in CN(C=O)C (N,N-dimethylformamide), CN(C=O)C (N,N-dimethylformamide), CN(C=O)C (N,N-dimethylformamide). Conditions: time 3 hour. Product: C(C)(=O)N1CCC(CC1)OCC1=CC=C(C=C1)F (1-acetyl-4-{[(4-fluorophenyl)methyl]oxy}piperidine). Yield: 57.4%. As a reaction SMILES: [C:1]([N:4]1[CH2:9][CH2:8][CH:7]([OH:10])[CH2:6][CH2:5]1)(=[O:3])[CH3:2].[H-].[Na+].[F:13][C:14]1[CH:21]=[CH:20][C:17]([CH2:18]Cl)=[CH:16][CH:15]=1.O>CN(C)C=O>[C:1]([N:4]1[CH2:9][CH2:8][CH:7]([O:10][CH2:18][C:17]2[CH:20]=[CH:21][C:14]([F:13])=[CH:15][CH:16]=2)[CH2:6][CH2:5]1)(=[O:3])[CH3:2] |f:1.2|. Reported procedure: 1-Acetylpiperidin-4-ol (Preparation 193, 10 g, 70 mmol) in N,N-dimethylformamide (50 ml) was added dropwise to a stirred suspension of sodium hydride (50% wt dispersion in oil, 3.8 g, 80 mmol) in N,N-dimethylformamide (50 ml) at room temperature under nitrogen. After stirring the reaction mixture for 3 hours, 4-fluorobenzyl chloride (10.1 g, 70 mmol) in N,N-dimethylformamide (50 ml) was added dropwise and the reaction mixture was stirred for a further 4 h. The reaction mixture was filtered and t... RXN SMILES: [C:1]([O-:6])(=[O:5])[CH:2]([CH3:4])[OH:3].[Zn+2:7].[C:8]([O-:13])(=[O:12])[CH:9]([CH3:11])[OH:10].[C:14]([OH:19])(=[O:18])[CH:15]([CH3:17])[OH:16].[OH-].[K+:21]>O>[C:1]([O-:6])(=[O:5])[CH:2]([CH3:4])[OH:3].[Zn+2:7].[K+:21].[C:8]([O-:13])(=[O:12])[CH:9]([CH3:11])[OH:10].[C:14]([O-:19])(=[O:18])[CH:15]([CH3:17])[OH:16] |f:0.1.2,4.5,7.8.9.10.11|. The solvent is O (water). Procedure: A complex of potassium zinc lactate was prepared by suspending 1 gram of zinc lactate in 2 ml water. To this suspension was added 1 ml of lactic acid and sufficient concentrated potassium hydroxide to neutralize and clear the suspension. The reactants are C(C(O)C)(=O)[O-].[Zn+2].C(C(O)C)(=O)[O-] (zinc lactate), C(C(O)C)(=O)O (lactic acid), [OH-].[K+] (potassium hydroxide). The product is C(C(O)C)(=O)[O-].[Zn+2].[K+].C(C(O)C)(=O)[O-].C(C(O)C)(=O)[O-] (potassium zinc lactate).